Dataset: the Open Reaction Database (ORD), a public repository of structured organic reaction records. Task: describe an organic reaction: reactants, conditions, products, and yield Yield: 48.3%. Procedure: To a solution of diisopropylamine (44.9 mL, 320 mmol) in THF (500 mL) at −78° C. add 1.6 M n-butyl lithium in hexane (200 mL, 320 mmol). Stir for 10 minutes and add dropwise a solution of lepidine (42.9 g, 300 mmol) in THF (200 mL) over 20 minutes at −78° C. and quickly add a solution of ethyl picolinate (48.3 g, 320 mmol). Allow the reaction to warm slowly to 0° C. and quench by pouring into water (1 L). Add ethyl acetate (1 L). Dissolve residual solids by adding Acetic acid (20 mL). Separate t... The product is N1=C(C=CC=C1)C(CC1=CC=NC2=CC=CC=C12)=O (1-Pyridin-2-yl-2-quinolin-4-yl-ethanone). Reaction conditions: temperature 0 celsius, time 10 minute. Starting materials: C(C)(C)NC(C)C (diisopropylamine), C(CCC)[Li] (n-butyl lithium), CCCCCC (hexane), N1=CC=C(C)C2=CC=CC=C12 (lepidine), N1=C(C=CC=C1)C(=O)OCC (ethyl picolinate). The solvent is C1CCOC1 (THF), C1CCOC1 (THF). Reaction SMILES: C(NC(C)C)(C)C.C([Li])CCC.CCCCCC.[N:19]1[C:29]2[C:24](=[CH:25][CH:26]=[CH:27][CH:28]=2)[C:22]([CH3:23])=[CH:21][CH:20]=1.[N:30]1[CH:35]=[CH:34][CH:33]=[CH:32][C:31]=1[C:36](OCC)=[O:37]>C1COCC1>[N:30]1[CH:35]=[CH:34][CH:33]=[CH:32][C:31]=1[C:36](=[O:37])[CH2:23][C:22]1[C:24]2[C:29](=[CH:28][CH:27]=[CH:26][CH:25]=2)[N:19]=[CH:20][CH:21]=1. Starting materials: resultant mixture, BrN1C(CCC1=O)=O (N-bromosuccinimide), C(C1=CC=CC=C1)(=O)OOC(C1=CC=CC=C1)=O (benzoylperoxide), COC(/C(=N/OC)/C1=C(C=CC=C1)C)=O (Methyl-(E)-2-(2-tolyl)-2-methoxyiminoacetate). The solvent is C(Cl)(Cl)(Cl)Cl (carbon tetrachloride). Yields the product COC(/C(=N/OC)/C1=C(C=CC=C1)CBr)=O (methyl-(E)-2-(2-bromomethylphenyl)-2-methoxyiminoacetate). The yield is 106.7%. Reaction SMILES: [CH3:1][O:2][C:3](=[O:15])/[C:4](/[C:8]1[CH:13]=[CH:12][CH:11]=[CH:10][C:9]=1[CH3:14])=[N:5]/[O:6][CH3:7].[Br:16]N1C(=O)CCC1=O.C(OOC(=O)C1C=CC=CC=1)(=O)C1C=CC=CC=1>C(Cl)(Cl)(Cl)Cl>[CH3:1][O:2][C:3](=[O:15])/[C:4](/[C:8]1[CH:13]=[CH:12][CH:11]=[CH:10][C:9]=1[CH2:14][Br:16])=[N:5]/[O:6][CH3:7]. Procedure: Methyl-(E)-2-(2-tolyl)-2-methoxyiminoacetate (4.74 g) was dissolved in carbon tetrachloride (100 ml), and N-bromosuccinimide (4.89 g) and benzoylperoxide (554 rag) were added thereto. The resultant mixture was heated under reflux for 1 hour and cooled to room temperature. Insoluble materials were removed by filtration. On concentration of the solvent, the residue was purified by silica gel column chromatography with a mixture of hexane and ethyl acetate to give methyl-(E)-2-(2-bromomethylphenyl)... Starting materials: FC=1C=C2C(=NC1)N(N=C2I)CC2=C(C=CC=C2)F (5-Fluoro-1-(2-fluorobenzyl)-3-iodo-1H-pyrazolo[3,4-b]pyridine), O1CCOCC1 (1,4-dioxane), CCCC[Sn](CCCC)CCCC.CCCC[Sn](CCCC)CCCC (hexabutylditin), ClC1=NC(=C(C(=N1)N)[N+](=O)[O-])N (2-chloro-5-nitropyrimidine-4,6-diamine). The reagents and catalysts are C=1C=CC(=CC1)[P](C=2C=CC=CC2)(C=3C=CC=CC3)[Pd]([P](C=4C=CC=CC4)(C=5C=CC=CC5)C=6C=CC=CC6)([P](C=7C=CC=CC7)(C=8C=CC=CC8)C=9C=CC=CC9)[P](C=1C=CC=CC1)(C=1C=CC=CC1)C=1C=CC=CC1 (tetrakis(triphenylphosphine)palladium(0)). Solvent: O (water). The product is FC=1C=C2C(=NC1)N(N=C2C2=NC(=C(C(=N2)N)[N+](=O)[O-])N)CC2=C(C=CC=C2)F (2-[5-Fluoro-1-(2-fluorobenzyl)-1H-pyrazolo[3,4-b]pyridin-3-yl]-5-nitropyrimidine-4,6-diamine). RXN SMILES: [F:1][C:2]1[CH:3]=[C:4]2[C:10](I)=[N:9][N:8]([CH2:12][C:13]3[CH:18]=[CH:17][CH:16]=[CH:15][C:14]=3[F:19])[C:5]2=[N:6][CH:7]=1.O1CCOCC1.CCCC[Sn](CCCC)CCCC.CCCC[Sn](CCCC)CCCC.Cl[C:53]1[N:58]=[C:57]([NH2:59])[C:56]([N+:60]([O-:62])=[O:61])=[C:55]([NH2:63])[N:54]=1>C1C=CC([P]([Pd]([P](C2C=CC=CC=2)(C2C=CC=CC=2)C2C=CC=CC=2)([P](C2C=CC=CC=2)(C2C=CC=CC=2)C2C=CC=CC=2)[P](C2C=CC=CC=2)(C2C=CC=CC=2)C2C=CC=CC=2)(C2C=CC=CC=2)C2C=CC=CC=2)=CC=1.O>[F:1][C:2]1[CH:3]=[C:4]2[C:10]([C:53]3[N:54]=[C:55]([NH2:63])[C:56]([N+:60]([O-:62])=[O:61])=[C:57]([NH2:59])[N:58]=3)=[N:9][N:8]([CH2:12][C:13]3[CH:18]=[CH:17][CH:16]=[CH:15][C:14]=3[F:19])[C:5]2=[N:6][CH:7]=1 |f:2.3,^1:29,42,67,69,88,107|. Reported procedure: Under argon, 860 mg (2.32 mmol) of the compound from Example 6A were introduced into 1,4-dioxane (86 ml), and the reaction mixture was flushed with argon for 10 min. Then 3.51 ml (6.95 mmol) of hexabutylditin and 483 mg (2.55 mmol) of 2-chloro-5-nitropyrimidine-4,6-diamine (prepared by the method of Helvetica Chimica Acta (1951), 34, 835-40) were added. Subsequently 860 mg (0.744 mmol) of tetrakis(triphenylphosphine)palladium(0) were added and the reaction mixture was heated at reflux overnight.... The reactants are C1CCOC1, CO, [Li+], [OH-], O, O, CCOC(=O)C(CC(C)C)c1cc(Cl)c(OCC2CC2)c(-c2ccc3nsnc3c2)c1. The product is CC(C)CC(C(=O)O)c1cc(Cl)c(OCC2CC2)c(-c2ccc3nsnc3c2)c1. RXN SMILES: [CH2:38]1[O:39][CH2:40][CH2:41][CH2:42]1.[CH3:32][OH:33].[Li+:36].[OH-:35].[OH2:34].[OH2:37].[n:1]1[s:2][n:3][c:4]2[c:5]1[cH:6][cH:7][c:8](-[c:10]1[cH:11][c:12]([CH:22]([C:23](=[O:24])[O:25][CH2:26][CH3:27])[CH2:28][CH:29]([CH3:30])[CH3:31])[cH:13][c:14]([Cl:21])[c:15]1[O:16][CH2:17][CH:18]1[CH2:19][CH2:20]1)[cH:9]2>>[n:1]1[s:2][n:3][c:4]2[c:5]1[cH:6][cH:7][c:8](-[c:10]1[cH:11][c:12]([CH:22]([C:23](=[O:24])[OH:25])[CH2:28][CH:29]([CH3:30])[CH3:31])[cH:13][c:14]([Cl:21])[c:15]1[O:16][CH2:17][CH:18]1[CH2:19][CH2:20]1)[cH:9]2.